This data is from the Open Reaction Database (ORD), a public repository of structured organic reaction records. The task is: describe an organic reaction: reactants, conditions, products, and yield The reactants are Cl\C(=C/CO)\C1=CC=C(C=C1)Cl ((Z)-3-chloro-3-(4-chloro-phenyl)-prop-2-en-1-ol), S(=O)(Cl)Cl (thionyl chloride). Reagents/catalysts: CN(C=O)C (dimethylformamide). Run in C1(=CC=CC=C1)C (toluene). Run at time 1 hour. Yields the product ClC1=CC=C(C=C1)/C(=C/CCl)/Cl (1-chloro-4-((Z)-1,3-dichloro-propenyl)-benzene). Isolated yield 100.0%. As a reaction SMILES: [Cl:1]/[C:2](/[C:6]1[CH:11]=[CH:10][C:9]([Cl:12])=[CH:8][CH:7]=1)=[CH:3]\[CH2:4]O.S(Cl)([Cl:15])=O>C1(C)C=CC=CC=1.CN(C)C=O>[Cl:12][C:9]1[CH:10]=[CH:11][C:6](/[C:2](/[Cl:1])=[CH:3]/[CH2:4][Cl:15])=[CH:7][CH:8]=1. Procedure: To a solution of (Z)-3-chloro-3-(4-chloro-phenyl)-prop-2-en-1-ol (101 mg) in toluene (3 ml) was added thionyl chloride (0.11 ml) and one drop of dimethylformamide. After 1 h, the solution was concentrated in vacuo to afford 120 mg of the desired allylic chloride (100%) as a colorless oil. Reactants: FC1=C(C=C(C=C1)Br)OC1=CC=CC=C1 (4-fluoro-3-phenoxyphenyl bromide), [Mg] (magnesium), C(C)(=O)OCC(=CC(C)(C1=CC=C(C=C1)OC(F)(F)F)C)F (2-Fluoro-4-methyl-4-(4-trifluoromethoxyphenyl)pent-2-enyl acetate), Grignard reagent. Solvent: O1CCCC1 (tetrahydrofuran). Yields the product FC(CC1=CC(=C(C=C1)F)OC1=CC=CC=C1)=CC(C)(C1=CC=C(C=C1)OC(F)(F)F)C (2-Fluoro-1-(4-fluoro-3-phenoxyphenyl)-4-methyl-4-(4-trifluoromethoxyphenyl)pent-2-ene). Yield: 31.7%. Reaction SMILES: [F:1][C:2]1[CH:7]=[CH:6][C:5](Br)=[CH:4][C:3]=1[O:9][C:10]1[CH:15]=[CH:14][CH:13]=[CH:12][CH:11]=1.[Mg].C(O[CH2:21][C:22]([F:38])=[CH:23][C:24]([CH3:37])([C:26]1[CH:31]=[CH:30][C:29]([O:32][C:33]([F:36])([F:35])[F:34])=[CH:28][CH:27]=1)[CH3:25])(=O)C>O1CCCC1>[F:38][C:22](=[CH:23][C:24]([CH3:37])([C:26]1[CH:31]=[CH:30][C:29]([O:32][C:33]([F:34])([F:35])[F:36])=[CH:28][CH:27]=1)[CH3:25])[CH2:21][C:5]1[CH:6]=[CH:7][C:2]([F:1])=[C:3]([O:9][C:10]2[CH:15]=[CH:14][CH:13]=[CH:12][CH:11]=2)[CH:4]=1. Procedure details: The method of Example 16 was repeated using a Grignard reagent, prepared from 4-fluoro-3-phenoxyphenyl bromide (0.4 g), tetrahydrofuran (4 ml) and magnesium (26 mg), and 2-fluoro4-methyl-4-(4-trifluoromethoxyphenyl)pent-2-enyl acetate (Example 15) (90 mg). The residue after evaporation was purified by preparative thin layer chromatography (solvent: diethyl ether/hexane; 1:9) to give the title compound (40 mg, 33%). Reaction conditions: temperature 80 celsius. Product: BrC=1C=CC(=C(C1)C1NC(CC(C12C(NC1=CC(=CC=C12)Cl)=O)C1=C(C=CC(=C1)Cl)C)=O)OCC(C)(C)C(=O)O (racemic (2′R,3R,4′S)-2′-[5-bromo-2-(2-hydroxycarbonyl-2-methyl-propoxy)-phenyl]-6-chloro-4′-(5-chloro-2-methyl-phenyl)spiro[3H-indole-3,3′-piperidine]-2,6′(1H)-dione). The reactants are BrC=1C=CC(=C(C1)[C@H]1NC(C[C@H]([C@]12C(NC1=CC(=CC=C12)Cl)=O)C1=C(C=CC(=C1)Cl)C)=O)OCC(C)(C)C(=O)OC ((2′R,3R,4′S)-2′-[5-bromo-2-(2-methoxycarbonyl-2-methyl-propoxy)-phenyl]-6-chloro-4′-(5-chloro-2-methyl-phenyl)spiro[3H-indole-3,3′-piperidine]-2,6′(1H)-dione), [OH-].[Na+] (NaOH), O (H2O). The solvent is C1CCOC1 (THF). Yield: 40.9%. Procedure details: A mixture of (2′R,3R,4′S)-2′-[5-bromo-2-(2-methoxycarbonyl-2-methyl-propoxy)-phenyl]-6-chloro-4′-(5-chloro-2-methyl-phenyl)spiro[3H-indole-3,3′-piperidine]-2,6′(1H)-dione (50 mg), NaOH (40 mg), H2O (5 mL) and THF (2 mL) was heated at 80° C. for 2 h. Then the mixture was concentrated. The remaining aqueous solution was acidified to “pH” 2 by concentrated aqueous HCl (1.5 mL). The white precipitate was collected by filtration to give the title compound as a white solid (Yield: 20 mg). As a reaction SMILES: [Br:1][C:2]1[CH:3]=[CH:4][C:5]([O:33][CH2:34][C:35]([C:38]([O:40]C)=[O:39])([CH3:37])[CH3:36])=[C:6]([C@@H:8]2[C@:13]3([C:21]4[C:16](=[CH:17][C:18]([Cl:22])=[CH:19][CH:20]=4)[NH:15][C:14]3=[O:23])[C@H:12]([C:24]3[CH:29]=[C:28]([Cl:30])[CH:27]=[CH:26][C:25]=3[CH3:31])[CH2:11][C:10](=[O:32])[NH:9]2)[CH:7]=1.[OH-].[Na+].O>C1COCC1>[Br:1][C:2]1[CH:3]=[CH:4][C:5]([O:33][CH2:34][C:35]([C:38]([OH:40])=[O:39])([CH3:37])[CH3:36])=[C:6]([CH:8]2[C:13]3([C:21]4[C:16](=[CH:17][C:18]([Cl:22])=[CH:19][CH:20]=4)[NH:15][C:14]3=[O:23])[CH:12]([C:24]3[CH:29]=[C:28]([Cl:30])[CH:27]=[CH:26][C:25]=3[CH3:31])[CH2:11][C:10](=[O:32])[NH:9]2)[CH:7]=1 |f:1.2|. The reactants are FC=1C=C(CN2C(C=C(C=C2)O)=O)C=CC1 (1-(3-fluorobenzyl)-4-hydroxypyridin-2(1H)-one), FC1=C(CN)C=CC(=C1)F (2,4-difluoro benzylamine). The product is FC1=C(CNC2=CC(N(C=C2)CC2=CC(=CC=C2)F)=O)C=CC(=C1)F (4-[(2,4-difluorobenzyl)amino]-1-(3-fluorobenzyl)pyridin-2(1H)-one), solid. The yield is 36.0%. RXN SMILES: [F:1][C:2]1[CH:3]=[C:4]([CH:14]=[CH:15][CH:16]=1)[CH2:5][N:6]1[CH:11]=[CH:10][C:9](O)=[CH:8][C:7]1=[O:13].[F:17][C:18]1[CH:25]=[C:24]([F:26])[CH:23]=[CH:22][C:19]=1[CH2:20][NH2:21]>>[F:17][C:18]1[CH:25]=[C:24]([F:26])[CH:23]=[CH:22][C:19]=1[CH2:20][NH:21][C:9]1[CH:10]=[CH:11][N:6]([CH2:5][C:4]2[CH:14]=[CH:15][CH:16]=[C:2]([F:1])[CH:3]=2)[C:7](=[O:13])[CH:8]=1. Procedure details: The product from Step 2 (0.5 g, 2.28 mmol) and 2,4-difluoro benzylamine (4 mL, 33.6 mmol) were combined in a nitrogen flushed culture tube. The tube was capped and heated at 180 C for 24 h. The excess amine was distilled in vacuo and the residue was chromatographed on silica (95:5 ethyl acetate: methanol). The final compound was isolated as a light yellow solid (0.16 g, 36%). 1H NMR (400 MHz, CD3OD) δ 7.33 (m, 3H), 7.03 (d, J=8 Hz, 1H), 6.96 (m, 3H), 6.95 (m, 1H), 5.97 (dd, J=3.2 and 8.0 Hz, 1H)... Reactants: BrC1(c2ccccc2)c2ccccc2-c2ccccc21, Cc1cn(C2CC(O)C(CO)O2)c(=O)[nH]c1=O, c1ccncc1. Product: Cc1cn(C2CC(O)C(COC3(c4ccccc4)c4ccccc4-c4ccccc43)O2)c(=O)[nH]c1=O. RXN SMILES: [Br:1][C:2]1([c:15]2[cH:16][cH:17][cH:18][cH:19][cH:20]2)[c:3]2[cH:4][cH:5][cH:6][cH:7][c:8]2-[c:9]2[cH:10][cH:11][cH:12][cH:13][c:14]21.[CH3:21][c:22]1[cH:23][n:24]([CH:25]2[CH2:26][CH:27]([OH:28])[CH:29]([CH2:30][OH:31])[O:32]2)[c:33](=[O:34])[nH:35][c:36]1=[O:37].[cH:38]1[cH:39][cH:40][n:41][cH:42][cH:43]1>>[C:2]1([c:15]2[cH:16][cH:17][cH:18][cH:19][cH:20]2)([O:31][CH2:30][CH:29]2[CH:27]([OH:28])[CH2:26][CH:25]([n:24]3[cH:23][c:22]([CH3:21])[c:36](=[O:37])[nH:35][c:33]3=[O:34])[O:32]2)[c:3]2[cH:4][cH:5][cH:6][cH:7][c:8]2-[c:9]2[cH:10][cH:11][cH:12][cH:13][c:14]21. The reactants are C1(CC1)N1C=C(C(C2=C(C(=C(C(=C12)F)F)F)F)=O)C(=O)O (1-cyclopropyl-5,6,7,8-tetrafluoro-1,4-dihydro4-oxoquinoline-3-carboxylic acid), FCC1NCCNC1 (2-fluoromethylpiperazine). Run in O1CCOCC1 (dioxane). Product: C1(CC1)N1C=C(C(C2=C(C(=C(C(=C12)F)N1CC(NCC1)CF)F)F)=O)C(=O)O (1-cyclopropyl-5,6,8-trifluoro-7-(3-fluoromethyl-1-piperazinyl)-1,4-dihydro-4-oxoquinoline-3-carboxylic acid). RXN SMILES: [CH:1]1([N:4]2[C:13]3[C:8](=[C:9]([F:17])[C:10]([F:16])=[C:11](F)[C:12]=3[F:14])[C:7](=[O:18])[C:6]([C:19]([OH:21])=[O:20])=[CH:5]2)[CH2:3][CH2:2]1.[F:22][CH2:23][CH:24]1[CH2:29][NH:28][CH2:27][CH2:26][NH:25]1>O1CCOCC1>[CH:1]1([N:4]2[C:13]3[C:8](=[C:9]([F:17])[C:10]([F:16])=[C:11]([N:28]4[CH2:27][CH2:26][NH:25][CH:24]([CH2:23][F:22])[CH2:29]4)[C:12]=3[F:14])[C:7](=[O:18])[C:6]([C:19]([OH:21])=[O:20])=[CH:5]2)[CH2:3][CH2:2]1. Reported procedure: In the same manner as described in Example 1, a mixture of 1-cyclopropyl-5,6,7,8-tetrafluoro-1,4-dihydro4-oxoquinoline-3-carboxylic acid, 2-fluoromethylpiperazine, and dioxane was refluxed for 5 hours to give 1-cyclopropyl-5,6,8-trifluoro-7-(3-fluoromethyl-1-piperazinyl)-1,4-dihydro-4-oxoquinoline-3-carboxylic acid, which was recrystallized from chloroform, m.p. 219°-220° C. The reactants are ClC1=CC=2N(C(=N1)SC)C(=NN2)C=2OC=CC2 (7-Chloro-3-(2-furyl)-5-methylthio[1,2,4]triazolo[4,3-c]pyrimidine), C1CCC2=NCCCN2CC1 (DBU), COC=1C=C(CN)C=CC1OC (3,4-dimethoxybenzylamine). The solvent is C1CCOC1 (THF). Reaction conditions: time 30 minute. The product is ClC1=CC=2N(C(=N1)NCC1=CC(=C(C=C1)OC)OC)N=C(N2)C=2OC=CC2 (7-Chloro-5-(3,4-dimethoxybenzylamino)-2-(2-furyl)[1,2,4]triazolo[1,5-c]pyrimidine). The yield is 73.3%. RXN SMILES: [Cl:1][C:2]1[N:7]=[C:6](SC)[N:5]2[C:10]([C:13]3[O:14][CH:15]=[CH:16][CH:17]=3)=[N:11][N:12]=[C:4]2[CH:3]=1.C1CCN2C(=NCCC2)CC1.[CH3:29][O:30][C:31]1[CH:32]=[C:33]([CH:36]=[CH:37][C:38]=1[O:39][CH3:40])[CH2:34][NH2:35]>C1COCC1>[Cl:1][C:2]1[N:7]=[C:6]([NH:35][CH2:34][C:33]2[CH:36]=[CH:37][C:38]([O:39][CH3:40])=[C:31]([O:30][CH3:29])[CH:32]=2)[N:12]2[N:11]=[C:10]([C:13]3[O:14][CH:15]=[CH:16][CH:17]=3)[N:5]=[C:4]2[CH:3]=1. Procedure details: Into 600 mL of THF, 50.0 g (188 mmol) of Compound B was dissolved, and 42.0 mL (280 mmol) of DBU was added thereto, followed by stirring at room temperature for about 30 minutes. During the period, crystals were precipitated from the reaction solution. Next, 94 g (563 mmol) of 3,4-dimethoxybenzylamine was added thereto, followed by stirring at 60° C. for about 2 hours. After completion of the reaction, the solvent was evaporated, the residue was diluted with chloroform and washed with water, and... The reactants are FC(F)(F)c1ccc(Oc2cccc(Br)c2)nc1, C1CCOC1, [Li]CCCC, CN(C)C=O. Product: O=Cc1cccc(Oc2ccc(C(F)(F)F)cn2)c1. As a reaction SMILES: [Br:1][c:2]1[cH:3][c:4]([O:5][c:6]2[n:7][cH:8][c:9]([C:12]([F:13])([F:14])[F:15])[cH:10][cH:11]2)[cH:16][cH:17][cH:18]1.[CH2:29]1[O:30][CH2:31][CH2:32][CH2:33]1.[CH3:24][CH2:25][CH2:26][CH2:27][Li:28].[O:19]=[CH:20][N:21]([CH3:22])[CH3:23]>>[c:2]1([CH:20]=[O:19])[cH:3][c:4]([O:5][c:6]2[n:7][cH:8][c:9]([C:12]([F:13])([F:14])[F:15])[cH:10][cH:11]2)[cH:16][cH:17][cH:18]1. Starting materials: C(=O)(OC)COC1=CC=C(C=C1)CC(C)NCC(C=1N=C(SC1)C(F)(F)F)O (N-[2-(4-Carbomethoxymethoxyphenyl)-1-methylethyl]-2-hydroxy-2-(2-trifluoromethyl-thiazol-4-yl)ethanamine), ClCC(=O)Cl (chloroacetyl chloride), [H-].[Na+] (sodium hydride). Run in C1(=CC=CC=C1)C.C(C)(=O)OCC (toluene ethyl acetate). Yields the product C(=O)(OC)COC1=CC=C(C=C1)CC(C)N1CC(OCC1=O)C=1N=C(SC1)C(F)(F)F (N-[2-(4-Carbomethoxymethoxyphenyl)-1-methylethyl]-2-(2-trifluoromethyl-thiazol-4-yl)morpholin-5-one). Reaction SMILES: [C:1]([CH2:5][O:6][C:7]1[CH:12]=[CH:11][C:10]([CH2:13][CH:14]([NH:16][CH2:17][CH:18]([OH:28])[C:19]2[N:20]=[C:21]([C:24]([F:27])([F:26])[F:25])[S:22][CH:23]=2)[CH3:15])=[CH:9][CH:8]=1)([O:3][CH3:4])=[O:2].Cl[CH2:30][C:31](Cl)=[O:32].[H-].[Na+]>C1(C)C=CC=CC=1.C(OCC)(=O)C>[C:1]([CH2:5][O:6][C:7]1[CH:12]=[CH:11][C:10]([CH2:13][CH:14]([N:16]2[C:31](=[O:32])[CH2:30][O:28][CH:18]([C:19]3[N:20]=[C:21]([C:24]([F:26])([F:27])[F:25])[S:22][CH:23]=3)[CH2:17]2)[CH3:15])=[CH:9][CH:8]=1)([O:3][CH3:4])=[O:2] |f:2.3,4.5|. Procedure: Prepared by analogy to Example 74a by reaction of N-[2-(4-Carbomethoxymethoxyphenyl)-1-methylethyl]-2-hydroxy-2-(2-trifluoromethyl-thiazol-4-yl)ethanamine (diastereomer B), chloroacetyl chloride and sodium hydride, and purification of the base on a silica gel column using toluene/ethyl acetate=6:4 as eluant. Procedure details: Using 5-chlorosalicylic acid and 2-amino-4,5,6,7-tetrahydrobenzo[b]thiophene-3-carboxylic acid ethyl ester as the raw materials, the same operation as the example 16 gave the title compound. Yields the product C(C)OC(=O)C=1C2=C(SC1NC(C1=C(C=CC(=C1)Cl)O)=O)CCCC2 (2-(5-Chloro-2-hydroxybenzoyl)amino-4,5,6,7-tetrahydrobenzo[b]-thiophene-3-carboxylic acid ethyl ester). Yield: 49.6%. The reactants are ClC1=CC=C(C(C(=O)O)=C1)O (5-chlorosalicylic acid), C(C)OC(=O)C=1C2=C(SC1N)CCCC2 (2-amino-4,5,6,7-tetrahydrobenzo[b]thiophene-3-carboxylic acid ethyl ester), raw materials. Reaction SMILES: [Cl:1][C:2]1[CH:10]=[C:6]([C:7]([OH:9])=O)[C:5]([OH:11])=[CH:4][CH:3]=1.[CH2:12]([O:14][C:15]([C:17]1[C:18]2[CH2:26][CH2:25][CH2:24][CH2:23][C:19]=2[S:20][C:21]=1[NH2:22])=[O:16])[CH3:13]>>[CH2:12]([O:14][C:15]([C:17]1[C:18]2[CH2:26][CH2:25][CH2:24][CH2:23][C:19]=2[S:20][C:21]=1[NH:22][C:7](=[O:9])[C:6]1[CH:10]=[C:2]([Cl:1])[CH:3]=[CH:4][C:5]=1[OH:11])=[O:16])[CH3:13].